This data is from the Open Reaction Database (ORD), a public repository of structured organic reaction records. The task is: describe an organic reaction: reactants, conditions, products, and yield Starting materials: CC(C)(C)OC(=O)N1CCCC(C(=O)Nc2ccc(F)cc2)C1, ClCCl, Cl. The product is Cl, O=C(Nc1ccc(F)cc1)C1CCCNC1. Reaction SMILES: [C:1]([O:2][C:3](=[O:4])[N:8]1[CH2:9][CH:10]([C:14]([NH:15][c:16]2[cH:17][cH:18][c:19]([F:22])[cH:20][cH:21]2)=[O:23])[CH2:11][CH2:12][CH2:13]1)([CH3:5])([CH3:6])[CH3:7].[Cl:25][CH2:26][Cl:27].[ClH:24]>>[ClH:24].[NH:8]1[CH2:9][CH:10]([C:14]([NH:15][c:16]2[cH:17][cH:18][c:19]([F:22])[cH:20][cH:21]2)=[O:23])[CH2:11][CH2:12][CH2:13]1. The reactants are [H-].[Na+] (sodium hydride), C(CCC)Br (n-butyl bromide), O (water), CC(=CCC)C(CCCCC)O (4-methyl-3-decen-5-ol). The solvent is C1(=CC=CC=C1)C (toluene), C1(=CC=CC=C1)C (toluene), C1(=CC=CC=C1)C (toluene). Conditions: temperature 80 celsius, time 12 hour. The product is C(CCC)OC(C(=CCC)C)CCCCC (5-butoxy-4 methyl-3-decene). Yield: 77.9%. Reaction SMILES: [CH3:1][C:2]([CH:6]([OH:12])[CH2:7][CH2:8][CH2:9][CH2:10][CH3:11])=[CH:3][CH2:4][CH3:5].[H-].[Na+].[CH2:15](Br)[CH2:16][CH2:17][CH3:18].O>C1(C)C=CC=CC=1>[CH2:15]([O:12][CH:6]([CH2:7][CH2:8][CH2:9][CH2:10][CH3:11])[C:2]([CH3:1])=[CH:3][CH2:4][CH3:5])[CH2:16][CH2:17][CH3:18] |f:1.2|. Procedure details: 20 g of 4-methyl-3-decen-5-ol dissolved in 100 ml of toluene are added dropwise at 80° C. over a period of 30 minutes to 6.2 g of a 55-60% sodium hydride dispersion in 100 ml of toluene. The mixture is stirred at 80° C. for 12 hours, then cooled to 50° C. and treated dropwise with a solution of 24.1 g of n-butyl bromide in 50 ml of toluene. The mixture is subsequently held at reflux temperature for 6 hours. For the working-up, the mixture is treated at room temperature with water, the organic la... Reactants: ClC1=NC=C(C(=N1)C)[N+](=O)[O-] (2-Chloro-4-methyl-5-nitropyrimidine), C(CN)N (ethylenediamine), C(C)#N (acetonitrile), C(C)#N (acetonitrile). Run at time 8 hour. Product: NCCNC1=NC=C(C(=C1)C)[N+](=O)[O-] ((2-aminoethyl)(4-methyl-5-nitro(2-pyridyl))amine). RXN SMILES: Cl[C:2]1N=[C:6]([CH3:8])[C:5]([N+:9]([O-:11])=[O:10])=[CH:4][N:3]=1.[CH2:12]([NH2:15])[CH2:13][NH2:14].[C:16](#N)C>>[NH2:14][CH2:13][CH2:12][NH:15][C:2]1[CH:8]=[C:6]([CH3:16])[C:5]([N+:9]([O-:11])=[O:10])=[CH:4][N:3]=1. Reported procedure: 2-Chloro-4-methyl-5-nitropyrimidine (2.0 g, 11.5 mmol) in acetonitrile (10 ml) was added dropwise to ethylenediamine (2.5 ml) in acetonitrile (10 ml). The mixture was stirred overnight at room temperature. The solvent was removed by rotary evaporation and the residue was partitioned between dichloromethane and 2.5 M aqueous sodium hydroxide. The aqueous layer was further extracted 4 times with dichloromethane. The combined organic layers were washed with a saturated sodium chloride solution, dri... Reactants: CCOC(=O)c1cn(C2CC2)c2c(OC(F)F)c(Br)ccc2c1=O, ClCCl, CC1c2ccc(B3OCCNCCO3)cc2CN1C(c1ccccc1)(c1ccccc1)c1ccccc1, CCOC(C)=O, [Na+], [Na+], O=C([O-])[O-], O. Product: CCOC(=O)c1cn(C2CC2)c2c(OC(F)F)c(-c3ccc4c(c3)CN(C(c3ccccc3)(c3ccccc3)c3ccccc3)C4C)ccc2c1=O. RXN SMILES: [Br:38][c:39]1[cH:40][cH:41][c:42]2[c:43](=[O:61])[c:44]([C:56](=[O:57])[O:58][CH2:59][CH3:60])[cH:45][n:46]([CH:53]3[CH2:54][CH2:55]3)[c:47]2[c:48]1[O:49][CH:50]([F:51])[F:52].[CH2:69]([Cl:70])[Cl:71].[CH3:1][CH:2]1[N:3]([C:19]([c:20]2[cH:21][cH:22][cH:23][cH:24][cH:25]2)([c:26]2[cH:27][cH:28][cH:29][cH:30][cH:31]2)[c:32]2[cH:33][cH:34][cH:35][cH:36][cH:37]2)[CH2:4][c:5]2[cH:6][c:7]([B:11]3[O:12][CH2:13][CH2:14][NH:15][CH2:16][CH2:17][O:18]3)[cH:8][cH:9][c:10]21.[CH3:72][CH2:73][O:74][C:75](=[O:76])[CH3:77].[Na+:62].[Na+:63].[O-:64][C:65](=[O:66])[O-:67].[OH2:68]>>[CH3:1][CH:2]1[N:3]([C:19]([c:20]2[cH:21][cH:22][cH:23][cH:24][cH:25]2)([c:26]2[cH:27][cH:28][cH:29][cH:30][cH:31]2)[c:32]2[cH:33][cH:34][cH:35][cH:36][cH:37]2)[CH2:4][c:5]2[cH:6][c:7](-[c:39]3[cH:40][cH:41][c:42]4[c:43](=[O:61])[c:44]([C:56](=[O:57])[O:58][CH2:59][CH3:60])[cH:45][n:46]([CH:53]5[CH2:54][CH2:55]5)[c:47]4[c:48]3[O:49][CH:50]([F:51])[F:52])[cH:8][cH:9][c:10]21. The reactants are C1(=CC=CC=C1)N=C=O (phenyl isocyanate), CN(C)CCO (dimethylaminoethanol). Run at time 30 minute. Yields the product C1(=CC=CC=C1)NC(OCCN(C)C)=O (β-Dimethylaminoethyl N-phenylcarbamate). Reaction SMILES: [C:1]1([N:7]=[C:8]=[O:9])[CH:6]=[CH:5][CH:4]=[CH:3][CH:2]=1.[CH3:10][N:11]([CH2:13][CH2:14][OH:15])[CH3:12]>>[C:1]1([NH:7][C:8](=[O:9])[O:15][CH2:14][CH2:13][N:11]([CH3:12])[CH3:10])[CH:6]=[CH:5][CH:4]=[CH:3][CH:2]=1. Reported procedure: With cooling, 128 g of phenyl isocyanate are added dropwise to 96 g of dimethylaminoethanol at 60°-70° C. in the course of 45 minutes. After a further 30 minutes at 65° C., low boiling constituents are removed at a pressure of 0.02 torr and a bath temperature of 90° C. The residue (218.4 g=97.6%) is a light yellow fluid and consists substantialy of the above ester. Titration: 1 equivalent=208.4 g (theory 208.2). IR spectrum 3320 cm-1NH, 1720 cm-1C=O; no bands between 2000 and 2500 cm-1, i.e. iso... Reactants: C[C@H](CCC(=C)C(C)C)[C@H]1CC[C@@]2([C@@]1(CC[C@]34[C@H]2CC[C@@H]5[C@]3(C4)CC[C@@H](C5(C)C)O)C)C.C(C)(=O)OC1=C(C=C(C=CC(=O)[O-])C=C1)OC (24-methylenecycloartanol 4-acetoxy-3-methoxycinnamate), C(\C=C\C1=CC(OC)=C(O)C=C1)(=O)OC(C)=O (acetyl ferulate). Product: C[C@H](CCC(=C)C(C)C)[C@H]1CC[C@@]2([C@@]1(CC[C@]34[C@H]2CC[C@@H]5[C@]3(C4)CC[C@@H](C5(C)C)O)C)C.OC1=C(C=C(C=CC(=O)[O-])C=C1)OC (24-methylenecycloartanol 4-hydroxy-3-methoxycinnamate). Isolated yield 90.0%. RXN SMILES: [CH3:1][C@@H:2]([C@@H:10]1[C@@:14]2([CH3:31])[CH2:15][CH2:16][C@@:17]34[CH2:23][C@:22]53[CH2:24][CH2:25][C@H:26]([OH:30])[C:27]([CH3:29])([CH3:28])[C@@H:21]5[CH2:20][CH2:19][C@H:18]4[C@:13]2([CH3:32])[CH2:12][CH2:11]1)[CH2:3][CH2:4][C:5]([CH:7]([CH3:9])[CH3:8])=[CH2:6].C([O:36][C:37]1[CH:47]=[CH:46][C:40]([CH:41]=[CH:42][C:43]([O-:45])=[O:44])=[CH:39][C:38]=1[O:48][CH3:49])(=O)C.C(OC(=O)C)(=O)/C=C/C1C=CC(O)=C(OC)C=1>>[CH3:1][C@@H:2]([C@@H:10]1[C@@:14]2([CH3:31])[CH2:15][CH2:16][C@@:17]34[CH2:23][C@:22]53[CH2:24][CH2:25][C@H:26]([OH:30])[C:27]([CH3:29])([CH3:28])[C@@H:21]5[CH2:20][CH2:19][C@H:18]4[C@:13]2([CH3:32])[CH2:12][CH2:11]1)[CH2:3][CH2:4][C:5]([CH:7]([CH3:8])[CH3:9])=[CH2:6].[OH:36][C:37]1[CH:47]=[CH:46][C:40]([CH:41]=[CH:42][C:43]([O-:45])=[O:44])=[CH:39][C:38]=1[O:48][CH3:49] |f:0.1,3.4|. Procedure: Commercial available γ-oryzanol (100 g, 24-methylenecycloartanol content 45%) was acetylated with acetic anhydride in pyridine. This acetylated γ-oryzanol was recrystallized repeatedly from chloroform-ethyl acetate-ethanol (4:3:2, V/V), giving acetyl ferulate (18 g) of 24-methylenecycloartanol content 95%. This acetyl ferulate was completely saponified in the solution of 2N NaOH-ethanol, then the obtained alcohol was converted into the benzoate. This benzoate was recrystallized repeatedly, and c...